Dataset: the Open Reaction Database (ORD), a public repository of structured organic reaction records. Task: describe an organic reaction: reactants, conditions, products, and yield The reactants are ceric ammonium nitrate, C(C1=CC=CC=C1)(=O)OC\C=C(\CCC1=C(C(=C(C(=C1C)OC)C)C)OC)/C ((E)-5-(2,5-dimethoxy-3,4,6-trimethylphenyl)-3-methyl-2-pentenyl benzoate). Solvent: O (water), O (water), C(C)#N (acetonitrile). Yields the product C(C1=CC=CC=C1)(=O)OC\C=C(\CCC1=C(C(C(=C(C1=O)C)C)=O)C)/C ((E)-3-methyl-5-(2,4,5-trimethyl-3,6-dioxo-1,4-cyclohexadien-1-yl)-2-pentenyl benzoate). Yield: 73.7%. As a reaction SMILES: [C:1]([O:9][CH2:10]/[CH:11]=[C:12](\[CH3:28])/[CH2:13][CH2:14][C:15]1[C:20]([CH3:21])=[C:19]([O:22]C)[C:18]([CH3:24])=[C:17]([CH3:25])[C:16]=1[O:26]C)(=[O:8])[C:2]1[CH:7]=[CH:6][CH:5]=[CH:4][CH:3]=1>O.C(#N)C>[C:1]([O:9][CH2:10]/[CH:11]=[C:12](\[CH3:28])/[CH2:13][CH2:14][C:15]1[C:16](=[O:26])[C:17]([CH3:25])=[C:18]([CH3:24])[C:19](=[O:22])[C:20]=1[CH3:21])(=[O:8])[C:2]1[CH:3]=[CH:4][CH:5]=[CH:6][CH:7]=1. Procedure details: A solution of ceric ammonium nitrate (7.2 g; 13.1 mmol) in water (30 ml) was added dropwise while cooling with ice to a solution of (E)-5-(2,5-dimethoxy-3,4,6-trimethylphenyl)-3-methyl-2-pentenyl benzoate (2 g; 5.2 mmol) in acetonitrile (30 ml). After completion of the addition the mixture was diluted with water and extracted with chloroform. The extracts were washed with water, dried and freed from solvent. The residue crystallizes spontaneously and 1.35 g of (E)-3-methyl-5-(2,4,5-trimethyl-3,6... Reactants: C(C)(C)(C)OC(CCC1=C(C=C(C=C1C)C1=NOC(=N1)C1=CC(=NC(=C1)C)N(C)CC)CC)=O (3-(2-ethyl-4-{5-[2-(ethyl-methyl-amino)-6-methyl-pyridin-4-yl]-[1,2,4]oxadiazol-3-yl}-6-methyl-phenyl)-propionic acid tert-butyl ester). Run in Cl (HCl). Run at temperature 65 celsius, time 18 hour. The product is C(C)C1=C(C(=CC(=C1)C1=NOC(=N1)C1=CC(=NC(=C1)C)N(C)CC)C)CCC(=O)O (3-(2-ethyl-4-{5-[2-(ethyl-methyl-amino)-6-methyl-pyridin-4-yl]-[1,2,4]oxadiazol-3-yl}-6-methyl-phenyl)-propionic acid). As a reaction SMILES: C([O:5][C:6](=[O:34])[CH2:7][CH2:8][C:9]1[C:14]([CH3:15])=[CH:13][C:12]([C:16]2[N:20]=[C:19]([C:21]3[CH:26]=[C:25]([CH3:27])[N:24]=[C:23]([N:28]([CH2:30][CH3:31])[CH3:29])[CH:22]=3)[O:18][N:17]=2)=[CH:11][C:10]=1[CH2:32][CH3:33])(C)(C)C>Cl>[CH2:32]([C:10]1[CH:11]=[C:12]([C:16]2[N:20]=[C:19]([C:21]3[CH:26]=[C:25]([CH3:27])[N:24]=[C:23]([N:28]([CH2:30][CH3:31])[CH3:29])[CH:22]=3)[O:18][N:17]=2)[CH:13]=[C:14]([CH3:15])[C:9]=1[CH2:8][CH2:7][C:6]([OH:34])=[O:5])[CH3:33]. Procedure details: To a solution of 2-(ethyl-methyl-amino)-6-methyl-isonicotinic acid (106 mg, 0.459 mmol) and DIPEA (178 mg, 1.38 mmol) in DMF (2 mL) is added PyBOP (253 mg, 0.486 mmol) at 0° C. The mixture is stirred for 15 min at 0° C. before 3-[2-ethyl-4-(N-hydroxycarbamimidoyl)-6-methyl-phenyl]-propionic acid tert-butyl ester (140 mg, 0.459 mmol) is added. Stirring is continued for 1 h at 0° C. The reaction mixture is diluted with water (2 mL) and sat. aq. NaHCO3-solution and extracted three times with diethy... Starting materials: [H-].[Na+] (Sodium hydride), ONC(C)=N (N-hydroxy acetamidine), ClC1=CC=C(C=C1)S(=O)(=O)N1C2CC3(OCCO3)CC1CC(C2)C(=O)OCC (Ethyl 9-[(4-chlorophenyl)sulfonyl]spiro[9-azabicyclo[3.3.1]nonane-3,2′-[1,3]dioxolane]-7-carboxylate). Solvent: C1CCOC1 (THF), C1CCOC1 (THF), CCOC(=O)C (EtOAc). Reaction conditions: temperature 50 celsius, time 15 minute. Yields the product ClC1=CC=C(C=C1)S(=O)(=O)N1C2CC3(OCCO3)CC1CC(C2)C2=NC(=NO2)C (9-[(4-Chlorophenyl)sulfonyl]-7-(3-methyl-1,2,4-oxadiazol-5-yl)spiro[9-azabicyclo[3.3.1]nonane-3,2′-[1,3]-dioxolane]). Reaction SMILES: [H-].[Na+].[OH:3][NH:4][C:5](=[NH:7])[CH3:6].[Cl:8][C:9]1[CH:14]=[CH:13][C:12]([S:15]([N:18]2[CH:27]3[CH2:28][CH:29]([C:31](OCC)=O)[CH2:30][CH:19]2[CH2:20][C:21]2([CH2:26]3)[O:25][CH2:24][CH2:23][O:22]2)(=[O:17])=[O:16])=[CH:11][CH:10]=1>C1COCC1.CCOC(C)=O>[Cl:8][C:9]1[CH:14]=[CH:13][C:12]([S:15]([N:18]2[CH:27]3[CH2:28][CH:29]([C:31]4[O:3][N:4]=[C:5]([CH3:6])[N:7]=4)[CH2:30][CH:19]2[CH2:20][C:21]2([CH2:26]3)[O:25][CH2:24][CH2:23][O:22]2)(=[O:16])=[O:17])=[CH:11][CH:10]=1 |f:0.1|. Reported procedure: Sodium hydride (60% dispersion, 43 mg, 1.09 mmol) was added to a solution of N-hydroxy acetamidine (81 mg, 1.09 mmol) in THF (2 mL) and the resulting mixture was stirred at 50° C. for 15 minutes. Ethyl 9-[(4-chlorophenyl)sulfonyl]spiro[9-azabicyclo[3.3.1]nonane-3,2′-[1,3]dioxolane]-7-carboxylate (50) (0.394 g, 0.916 mmol) in THF (2 mL) was added to the reaction mixture and the resulting solution was stirred at room temperature for 1 hour. The mixture was diluted with EtOAc and washed with H2O. T... Reactants: C(=O)(OC(C)(C)C)N1CCN(CC1)C1=C(C=CC=C1)NS(=O)(=O)C (1-boc-4-(2-methanesulfonylamino-phenyl)-piperazine), [H-].[Na+] (NaH), C(C(C)C)I (isobutyl iodide). The solvent is CN(C)C=O (DMF). Reaction conditions: time 15 minute. Yields the product C(=O)(OC(C)(C)C)N1CCN(CC1)C1=C(C=CC=C1)N(S(=O)(=O)C)CC(C)C (1-Boc-4-[2-(isobutyl-methanesulfonyl-amino)-phenyl]-piperazine). The yield is 86.7%. Reaction SMILES: [C:1]([N:8]1[CH2:13][CH2:12][N:11]([C:14]2[CH:19]=[CH:18][CH:17]=[CH:16][C:15]=2[NH:20][S:21]([CH3:24])(=[O:23])=[O:22])[CH2:10][CH2:9]1)([O:3][C:4]([CH3:7])([CH3:6])[CH3:5])=[O:2].[H-].[Na+].[CH2:27](I)[CH:28]([CH3:30])[CH3:29]>CN(C=O)C>[C:1]([N:8]1[CH2:9][CH2:10][N:11]([C:14]2[CH:19]=[CH:18][CH:17]=[CH:16][C:15]=2[N:20]([CH2:27][CH:28]([CH3:30])[CH3:29])[S:21]([CH3:24])(=[O:23])=[O:22])[CH2:12][CH2:13]1)([O:3][C:4]([CH3:7])([CH3:6])[CH3:5])=[O:2] |f:1.2|. Procedure details: To a solution of 1-boc-4-(2-methanesulfonylamino-phenyl)-piperazine (1.07 g, 3.0 mmol) in 50 mL of DMF was added NaH (240 mg of a 60% dispersion in oil, 6 mmol). After stirring for about 15 minutes at r.t., isobutyl iodide (420 □L, 3.65 mmol) was added and the solution warmed to 60° C. After stirring at 60° C. overnight, the reaction was quenched with saturated aqueous ammonium chloride and diluted with EtOAc. The solution was washed twice with water and brine, and then dried (Na2SO4), filtered ...